Dataset: the Open Reaction Database (ORD), a public repository of structured organic reaction records. Task: describe an organic reaction: reactants, conditions, products, and yield Starting materials: CC1(C)OC(=O)Nc2ccc(-c3cc([N+](=O)[O-])c(C#N)[nH]3)cc21, CCO, CCOC(C)=O, [Cl-], [NH4+], O. Product: CC1(C)OC(=O)Nc2ccc(-c3cc(N)c(C#N)[nH]3)cc21. RXN SMILES: [CH3:1][C:2]1([CH3:23])[O:3][C:4](=[O:22])[NH:5][c:6]2[c:7]1[cH:8][c:9](-[c:12]1[cH:13][c:14]([N+:19]([O-:20])=[O:21])[c:15]([C:17]#[N:18])[nH:16]1)[cH:10][cH:11]2.[CH3:26][CH2:27][OH:28].[CH3:30][CH2:31][O:32][C:33](=[O:34])[CH3:35].[Cl-:24].[NH4+:25].[OH2:29]>>[CH3:1][C:2]1([CH3:23])[O:3][C:4](=[O:22])[NH:5][c:6]2[c:7]1[cH:8][c:9](-[c:12]1[cH:13][c:14]([NH2:19])[c:15]([C:17]#[N:18])[nH:16]1)[cH:10][cH:11]2.